This data is from the Open Reaction Database (ORD), a public repository of structured organic reaction records. The task is: describe an organic reaction: reactants, conditions, products, and yield Reactants: COC=1C=C(C=CC1OC)CCN (2-(3,4-Dimethoxyphenyl)ethylamine), BrCCO (2-bromoethanol), C([O-])([O-])=O.[K+].[K+] (potassium carbonate), C(C)O (ethanol). Yields the product OCCN(CCO)CCC1=CC(=C(C=C1)OC)OC (N,N-bis(2-hydroxyethyl)-2-(3,4-dimethoxyphenyl)ethylamine). The yield is 88.0%. Reaction SMILES: [CH3:1][O:2][C:3]1[CH:4]=[C:5]([CH2:11][CH2:12][NH2:13])[CH:6]=[CH:7][C:8]=1[O:9][CH3:10].Br[CH2:15][CH2:16][OH:17].C(=O)([O-])[O-].[K+].[K+].[CH2:24]([OH:26])[CH3:25]>>[OH:17][CH2:16][CH2:15][N:13]([CH2:12][CH2:11][C:5]1[CH:6]=[CH:7][C:8]([O:9][CH3:10])=[C:3]([O:2][CH3:1])[CH:4]=1)[CH2:25][CH2:24][OH:26] |f:2.3.4|. Procedure details: 2-(3,4-Dimethoxyphenyl)ethylamine (80.0g), 2-bromoethanol (182 g) and potassium carbonate (201 g) were added to ethanol (1 () and the mixture was refluxed for 16 hours. After cooling, the mixture was filtered and the filtrate was concentrated in vacuo. The oily residue was dissolved in chloroform. The solution was washed with saturated sodium chloride solution, dried over anhydrous magnesium sulfate and concentrated in vacuo to give 104.5 g(88% ) of N,N-bis(2-hydroxyethyl)-2-(3,4-dimethoxyphenyl...